Dataset: the Open Reaction Database (ORD), a public repository of structured organic reaction records. Task: describe an organic reaction: reactants, conditions, products, and yield Starting materials: NC1=CC=C(C(=O)Cl)C=C1 (para-aminobenzoic acid chloride), N[C@@H](CCSC)C(=O)O (L-methionine). The solvent is C1=CC=CC=C1 (benzene), C(C)N(CC)CC (triethylamine). The product is NC1=CC=C(C(=O)N[C@@H](CCSC)C(=O)O)C=C1 (N(4-aminobenzoyl)-L-methionine). As a reaction SMILES: [NH2:1][C@H:2]([C:7]([OH:9])=[O:8])[CH2:3][CH2:4][S:5][CH3:6].[NH2:10][C:11]1[CH:19]=[CH:18][C:14]([C:15](Cl)=[O:16])=[CH:13][CH:12]=1>C1C=CC=CC=1.C(N(CC)CC)C>[NH2:10][C:11]1[CH:19]=[CH:18][C:14]([C:15]([NH:1][C@H:2]([C:7]([OH:9])=[O:8])[CH2:3][CH2:4][S:5][CH3:6])=[O:16])=[CH:13][CH:12]=1. Procedure: In an Erlenmeyer flask, 1.35 g of para-aminobenzoic acid chloride are dissolved in 20 ml benzene in the presence of 2.8 ml triethylamine. 1.49 g L-methionine is added progressively and the resultant mixture is filtered. After evaporation of the filtrate to dryness under vacuum (15 mm Hg), the residue is dissolved in N hydrochloric acid and extracted with chloroform. The chloroformic solution is successively washed with several ml of 10% aqueous HKCO3 solution and with water. It is then collected...